Dataset: the Open Reaction Database (ORD), a public repository of structured organic reaction records. Task: describe an organic reaction: reactants, conditions, products, and yield Starting materials: C(=O)(O)C1=CC=C(C(=O)NC2=C(C(=O)O)C=CC(=C2)N)C=C1 (2-(4-carboxybenzamido)-4-aminobenzoic acid), C(CC)(=O)Cl (propionyl chloride). Run in C(C)(C)O (isopropyl alcohol). Product: C(=O)(O)C1=CC=C(C(=O)NC2=C(C(=O)O)C=CC(=C2)NC(CC)=O)C=C1 (2-(4-carboxybenzamido)-4-propionamidobenzoic acid). The yield is 62.0%. RXN SMILES: [C:1]([C:4]1[CH:22]=[CH:21][C:7]([C:8]([NH:10][C:11]2[CH:19]=[C:18]([NH2:20])[CH:17]=[CH:16][C:12]=2[C:13]([OH:15])=[O:14])=[O:9])=[CH:6][CH:5]=1)([OH:3])=[O:2].[C:23](Cl)(=[O:26])[CH2:24][CH3:25]>C(O)(C)C>[C:1]([C:4]1[CH:5]=[CH:6][C:7]([C:8]([NH:10][C:11]2[CH:19]=[C:18]([NH:20][C:23](=[O:26])[CH2:24][CH3:25])[CH:17]=[CH:16][C:12]=2[C:13]([OH:15])=[O:14])=[O:9])=[CH:21][CH:22]=1)([OH:3])=[O:2]. Reported procedure: The procedure of Example 4 was repeated to react 2-(4-carboxybenzamido)-4-aminobenzoic acid with propionyl chloride, and the reaction product was treated as in Example 4 except that isopropyl alcohol was used as a solvent for recrystallization. The product obtained was a 62% yield of 2-(4-carboxybenzamido)-4-propionamidobenzoic acid having a melting point in the range of from 284° to 286° C. (decompose).